describe an organic reaction: reactants, conditions, products, and yield From a dataset of the Open Reaction Database (ORD), a public repository of structured organic reaction records. Reactants: ClC1=NC=2C=CC(=C(C2C=C1)C(=O)O)Cl (2,6-dichloroquinoline-5-carboxylic acid), CN(C=O)C (dimethylformamide), C(C(=O)Cl)(=O)Cl (oxalyl chloride). Run in ClCCl (dichloromethane). Reaction conditions: time 18 hour. Yields the product ClC1=NC=2C=CC(=C(C2C=C1)C(=O)NCC1(CCCCCC1)O)Cl (2,6-Dichloro-N-((1-hydroxycycloheptyl)methyl)quinoline-5-carboxamide). RXN SMILES: [Cl:1][C:2]1[CH:11]=[CH:10][C:9]2[C:8]([C:12]([OH:14])=O)=[C:7]([Cl:15])[CH:6]=[CH:5][C:4]=2[N:3]=1.C[N:17]([CH3:20])C=O.[C:21](Cl)(=[O:25])[C:22](Cl)=O>ClCCl>[Cl:1][C:2]1[CH:11]=[CH:10][C:9]2[C:8]([C:12]([NH:17][CH2:20][C:21]3([OH:25])[CH2:22][CH2:6][CH2:5][CH2:4][CH2:9][CH2:8]3)=[O:14])=[C:7]([Cl:15])[CH:6]=[CH:5][C:4]=2[N:3]=1. Procedure: To a stirred solution of 2,6-dichloroquinoline-5-carboxylic acid (40.0 g) (WO2004/106305, Example 76, step b) under nitrogen at room temperature in dichloromethane (600 ml) was added dimethylformamide (0.13 ml) and oxalyl chloride (36.2 ml) dropwise over 2 hours in 3 portions. The mixture was then stirred at room temperature for 18 hours. The mixture was concentrated in vacuo, dichloromethane (400 ml) was added and the mixture was added dropwise to a solution of 1-(aminomethyl)cycloheptanol hydr...